Dataset: the Open Reaction Database (ORD), a public repository of structured organic reaction records. Task: describe an organic reaction: reactants, conditions, products, and yield Starting materials: ice, B#B (diborane), FC1=CC=C(OC(C(=O)O)C)C=C1 (2-(p-fluorophenoxy)propionic acid). The solvent is O1CCCC1 (tetrahydrofuran), O1CCCC1 (tetrahydrofuran). Run at time 20 hour. The product is FC1=CC=C(OC(CO)C)C=C1 (2-(p-Fluorophenoxy)-1-propanol). Isolated yield 92.3%. Reaction SMILES: B#B.[F:3][C:4]1[CH:15]=[CH:14][C:7]([O:8][CH:9]([CH3:13])[C:10](O)=[O:11])=[CH:6][CH:5]=1>O1CCCC1>[F:3][C:4]1[CH:15]=[CH:14][C:7]([O:8][CH:9]([CH3:13])[CH2:10][OH:11])=[CH:6][CH:5]=1. Procedure: To 95 ml of 1 Molar diborane in tetrahydrofuran is added 10.2 g of 2-(p-fluorophenoxy)propionic acid in 100 ml of tetrahydrofuran. The mixture is stirred at room temperature for 20 hrs. and poured onto 600 g of ice. The mixture is extracted with chloroform and the chloroform extracts dried (MgSO4). The solvent is removed under vacuum and the residual liquid distilled to give 8.7 g of colorless liquid.